Dataset: the Open Reaction Database (ORD), a public repository of structured organic reaction records. Task: describe an organic reaction: reactants, conditions, products, and yield The reactants are C(C)C1CCN=C(C1)OC (4-ethyl-2,3,4,5-tetrahydro-6-methoxypyridine), [Cl-].[NH4+] (ammonium chloride), title material. Solvent: CO (MeOH). The product is Cl.C(C)C1CC(NCC1)=N (4-ethylpiperidin-2-imine, monohydrochloride). As a reaction SMILES: [CH2:1]([CH:3]1[CH2:8][C:7](OC)=[N:6][CH2:5][CH2:4]1)[CH3:2].[Cl-:11].[NH4+:12]>CO>[ClH:11].[CH2:1]([CH:3]1[CH2:4][CH2:5][NH:6][C:7](=[NH:12])[CH2:8]1)[CH3:2] |f:1.2,4.5|. Procedure: The product of EXAMPLE 147 in MeOH is reacted with ammonium chloride by the method of EXAMPLE 27 to generate the title material. Starting materials: product, BrCC1CCCCC=2N1C(ON2)=O (5-(bromomethyl)-6,7,8,9-tetrahydro-3H,5H-[1,2,4]oxadiazolo[4,3-a]azepin-3-one), [O-]CC.[Na+] (sodium ethoxide). As a reaction SMILES: Br[CH2:2][CH:3]1[N:9]2[C:10](=[O:13])[O:11][N:12]=[C:8]2[CH2:7][CH2:6][CH2:5][CH2:4]1.[O-:14][CH2:15][CH3:16].[Na+]>C(O)C>[CH2:15]([O:14][CH2:2][CH:3]1[N:9]2[C:10](=[O:13])[O:11][N:12]=[C:8]2[CH2:7][CH2:6][CH2:5][CH2:4]1)[CH3:16] |f:1.2|. Yields the product C(C)OCC1CCCCC=2N1C(ON2)=O (5-(ethoxymethyl)-6,7,8,9-tetrahydro-3H,5H-[1,2,4]oxadiazolo[4,3-a]azepin-3-one). The solvent is C(C)O (ethanol). Reported procedure: Ex-37) To the product of Example 37a or the product of Example 15 in ethanol is added an ethanolic solution of sodium ethoxide. After thin layer chromatography indicates the reaction is complete, it is concentrated and the residue partitioned between water and an extraction solvent. The dried organic layer is stripped of all solvent and the residue chromatographed to produce the title material. The reactants are Cc1ccc(Br)cc1CNC(=O)OC(C)(C)C, CC(C)(C)[Si](C)(C)OCc1cccc(B(O)O)c1, COc1ccc2ccccc2c1-c1c(P(C2CCCCC2)C2CCCCC2)ccc2ccccc12, [K+], [K+], [K+], CC(=O)[O-], CC(=O)[O-], C1COCCO1, O=P([O-])([O-])[O-], [Pd+2]. The product is Cc1ccc(-c2cccc(CO[Si](C)(C)C(C)(C)C)c2)cc1CNC(=O)OC(C)(C)C. RXN SMILES: [Br:1][c:2]1[cH:3][cH:4][c:5]([CH3:17])[c:6]([CH2:8][NH:9][C:10]([O:11][C:12]([CH3:13])([CH3:14])[CH3:15])=[O:16])[cH:7]1.[CH3:61][C:62]([CH3:63])([CH3:64])[Si:65]([O:66][CH2:67][c:68]1[cH:69][c:70]([B:74]([OH:75])[OH:76])[cH:71][cH:72][cH:73]1)([CH3:77])[CH3:78].[CH:18]1([P:19]([CH:20]2[CH2:21][CH2:22][CH2:23][CH2:24][CH2:25]2)[c:26]2[cH:27][cH:28][c:29]3[c:30]([cH:31][cH:32][cH:33][cH:34]3)[c:35]2-[c:36]2[c:37]3[c:38]([cH:39][cH:40][cH:41][cH:42]3)[cH:43][cH:44][c:45]2[O:46][CH3:47])[CH2:48][CH2:49][CH2:50][CH2:51][CH2:52]1.[K+:58].[K+:59].[K+:60].[O-:86][C:87]([CH3:88])=[O:89].[O-:90][C:91]([CH3:92])=[O:93].[O:79]1[CH2:80][CH2:81][O:82][CH2:83][CH2:84]1.[P:53]([O-:54])([O-:55])([O-:56])=[O:57].[Pd+2:85]>>[c:2]1(-[c:70]2[cH:69][c:68]([CH2:67][O:66][Si:65]([C:62]([CH3:61])([CH3:63])[CH3:64])([CH3:77])[CH3:78])[cH:73][cH:72][cH:71]2)[cH:3][cH:4][c:5]([CH3:17])[c:6]([CH2:8][NH:9][C:10]([O:11][C:12]([CH3:13])([CH3:14])[CH3:15])=[O:16])[cH:7]1. Starting materials: N1(CCCC1)CC1CCN(CC1)C1=CC=C(C=O)C=C1 (4-(4-Pyrrolidin-1-ylmethyl-pieridin-1-yl)-benzaldehyde), C1(CCCCC1)N (cyclohexylamine). Yields the product C1(CCCCC1)NCC1=CC=C(C=C1)N1CCC(CC1)CN1CCCC1 (Cyclohexyl-{4-(4-pyrrolidin-1-ylmethyl-piperidin-1-yl)-benzyl}-amine). As a reaction SMILES: [N:1]1([CH2:6][CH:7]2[CH2:12][CH2:11][N:10]([C:13]3[CH:20]=[CH:19][C:16]([CH:17]=O)=[CH:15][CH:14]=3)[CH2:9][CH2:8]2)[CH2:5][CH2:4][CH2:3][CH2:2]1.[CH:21]1([NH2:27])[CH2:26][CH2:25][CH2:24][CH2:23][CH2:22]1>>[CH:21]1([NH:27][CH2:17][C:16]2[CH:19]=[CH:20][C:13]([N:10]3[CH2:11][CH2:12][CH:7]([CH2:6][N:1]4[CH2:5][CH2:4][CH2:3][CH2:2]4)[CH2:8][CH2:9]3)=[CH:14][CH:15]=2)[CH2:26][CH2:25][CH2:24][CH2:23][CH2:22]1. Reported procedure: Prepared from the product of Example 9 and cyclohexylamine. Reactants: CCOC(=O)C1CCN(C(C)=O)C1c1ccc([N+](=O)[O-])cc1, CCO. As a reaction SMILES: [CH2:1]([CH3:2])[O:3][C:4](=[O:5])[CH:6]1[CH:7]([c:14]2[cH:15][cH:16][c:17]([N+:20]([O-:21])=[O:22])[cH:18][cH:19]2)[N:8]([C:11]([CH3:12])=[O:13])[CH2:9][CH2:10]1.[CH3:23][CH2:24][OH:25]>>[CH2:1]([CH3:2])[O:3][C:4](=[O:5])[CH:6]1[CH:7]([c:14]2[cH:15][cH:16][c:17]([NH2:20])[cH:18][cH:19]2)[N:8]([C:11]([CH3:12])=[O:13])[CH2:9][CH2:10]1. The product is CCOC(=O)C1CCN(C(C)=O)C1c1ccc(N)cc1. Starting materials: Cl (hydrochloric acid), ClC1=C(C=CC(=C1)Cl)C1N(C(C2=CC=CC=C2C1C(=O)O)=O)C1C(CCCC1)NS(=O)(=O)C ((3RS,4RS)-3-(2,4-dichlorophenyl)-2-{(1SR,2SR)-2-[(methylsulfonyl)amino]cyclohexyl}-1-oxo-1,2,3,4-tetrahydroisoquinoline-4-carboxylic acid), C1(=CC=CC=C1)CS(=O)(=O)N (1-phenylmethanesulfonamide), CCN=C=NCCCN(C)C.Cl (WSC hydrochloride). The reagents and catalysts are CN(C)C=1C=CN=CC1 (DMAP). Run in CN(C)C=O (DMF). Conditions: time 8 hour. Yields the product C(C1=CC=CC=C1)S(=O)(=O)NC(=O)C1C(N(C(C2=CC=CC=C12)=O)C1C(CCCC1)NS(=O)(=O)C)C1=C(C=C(C=C1)Cl)Cl ((3RS,4RS)—N-(benzylsulfonyl)-3-(2,4-dichlorophenyl)-2-{(1SR,2SR)-2-[(methylsulfonyl)amino]cyclohexyl}-1-oxo-1,2,3,4-tetrahydroisoquinoline-4-carboxamide). The yield is 3.6%. RXN SMILES: [Cl:1][C:2]1[CH:7]=[C:6]([Cl:8])[CH:5]=[CH:4][C:3]=1[CH:9]1[CH:18]([C:19](O)=[O:20])[C:17]2[C:12](=[CH:13][CH:14]=[CH:15][CH:16]=2)[C:11](=[O:22])[N:10]1[CH:23]1[CH2:28][CH2:27][CH2:26][CH2:25][CH:24]1[NH:29][S:30]([CH3:33])(=[O:32])=[O:31].[C:34]1([CH2:40][S:41]([NH2:44])(=[O:43])=[O:42])[CH:39]=[CH:38][CH:37]=[CH:36][CH:35]=1.CCN=C=NCCCN(C)C.Cl.Cl>CN(C1C=CN=CC=1)C.CN(C=O)C>[CH2:40]([S:41]([NH:44][C:19]([CH:18]1[C:17]2[C:12](=[CH:13][CH:14]=[CH:15][CH:16]=2)[C:11](=[O:22])[N:10]([CH:23]2[CH2:28][CH2:27][CH2:26][CH2:25][CH:24]2[NH:29][S:30]([CH3:33])(=[O:32])=[O:31])[CH:9]1[C:3]1[CH:4]=[CH:5][C:6]([Cl:8])=[CH:7][C:2]=1[Cl:1])=[O:20])(=[O:43])=[O:42])[C:34]1[CH:39]=[CH:38][CH:37]=[CH:36][CH:35]=1 |f:2.3|. Procedure: To a solution of 700 mg of (3RS,4RS)-3-(2,4-dichlorophenyl)-2-{(1SR,2SR)-2-[(methylsulfonyl)amino]cyclohexyl}-1-oxo-1,2,3,4-tetrahydroisoquinoline-4-carboxylic acid, 351 mg of 1-phenylmethanesulfonamide, and 334 mg of DMAP in 10.5 ml of DMF was added 525 mg of WSC/hydrochloride, followed by stirring at room temperature overnight. 0.1 M hydrochloric acid was added thereto, followed by extraction with ethyl acetate. The organic layer was washed with a saturated aqueous sodium chloride solution, th... The product is C1(=CN2CCCC3=CC=CC1=C23)[C@@H]2C(NC([C@H]2C2=CNC3=CC=CC=C23)=O)=O ((±)-trans-3-(5,6-dihydro-4H-pyrrolo[3,2,1-ij]quinolin-1-yl)-4(1H-indol-3-yl)pyrrolidine-2,5-dione). Procedure details: A preparation of (±)-cis-3-(5,6-dihydro-4H-pyrrolo[3,2,1-ij]quinolin-1-yl)-4(1H-indol-3-yl) pyrrolidine-2,5-dione (378 mg, 1.02 mmol) was heated to 50° C. in tert-butanol (10 ml) and potassium t-butoxide (11 mg, 98 μmol) for 16 hours. The mixture was poured into ethyl acetate (100 ml) and washed with water (100 ml). The organic layer was dried over anhydrous sodium sulfate and evaporated to dryness to give (±)-trans-3-(5,6-dihydro-4H-pyrrolo[3,2,1-ij]quinolin-1-yl)-4(1H-indol-3-yl)pyrrolidine-2,... RXN SMILES: [C:1]1([C@H:13]2[C@@H:17]([C:18]3[C:26]4[C:21](=[CH:22][CH:23]=[CH:24][CH:25]=4)[NH:20][CH:19]=3)[C:16](=[O:27])[NH:15][C:14]2=[O:28])[C:11]2=[C:12]3[C:7](=[CH:8][CH:9]=[CH:10]2)[CH2:6][CH2:5][CH2:4][N:3]3[CH:2]=1.CC(C)([O-])C.[K+].C(OCC)(=O)C>C(O)(C)(C)C>[C:1]1([C@H:13]2[C@H:17]([C:18]3[C:26]4[C:21](=[CH:22][CH:23]=[CH:24][CH:25]=4)[NH:20][CH:19]=3)[C:16](=[O:27])[NH:15][C:14]2=[O:28])[C:11]2=[C:12]3[C:7](=[CH:8][CH:9]=[CH:10]2)[CH2:6][CH2:5][CH2:4][N:3]3[CH:2]=1 |f:1.2|. Solvent: C(C)(C)(C)O (tert-butanol). The reactants are C1(=CN2CCCC3=CC=CC1=C23)[C@@H]2C(NC([C@@H]2C2=CNC3=CC=CC=C23)=O)=O ((±)-cis-3-(5,6-dihydro-4H-pyrrolo[3,2,1-ij]quinolin-1-yl)-4(1H-indol-3-yl) pyrrolidine-2,5-dione), CC(C)([O-])C.[K+] (potassium t-butoxide), C(C)(=O)OCC (ethyl acetate). The yield is 73.2%. Starting materials: CN(C)S(=O)(=O)Cl, CN(C)C=O, [H-], [Na+], [Na+], [Na+], O=C([O-])[O-], O, OCCOc1ccc(-n2ccnc2)cc1. Product: CN(C)S(=O)(=O)OCCOc1ccc(-n2ccnc2)cc1. Reaction SMILES: [CH3:18][N:19]([S:20](=[O:21])(=[O:22])[Cl:23])[CH3:24].[CH3:31][N:32]([CH3:33])[CH:34]=[O:35].[H-:16].[Na+:17].[Na+:25].[Na+:26].[O-:27][C:28](=[O:29])[O-:30].[OH2:36].[n:1]1(-[c:6]2[cH:7][cH:8][c:9]([O:10][CH2:11][CH2:12][OH:13])[cH:14][cH:15]2)[cH:2][n:3][cH:4][cH:5]1>>[n:1]1(-[c:6]2[cH:7][cH:8][c:9]([O:10][CH2:11][CH2:12][O:13][S:20]([N:19]([CH3:18])[CH3:24])(=[O:21])=[O:22])[cH:14][cH:15]2)[cH:2][n:3][cH:4][cH:5]1. Product: CN(C)CCCS(=O)(=O)N1CCC(c2c[nH]c3c(C(N)=O)cc(-c4ccc(CN5CCOCC5)cc4)cc23)CC1. Starting materials: C1COCCN1, CN(C)CCCS(=O)(=O)N1CCC(c2c[nH]c3c(C(N)=O)cc(-c4ccc(C=O)cc4)cc23)CC1. As a reaction SMILES: [CH2:36]1[CH2:37][O:38][CH2:39][CH2:40][NH:41]1.[CH3:1][N:2]([CH2:3][CH2:4][CH2:5][S:6](=[O:7])(=[O:8])[N:9]1[CH2:10][CH2:11][CH:12]([c:15]2[cH:16][nH:17][c:18]3[c:19]([C:32](=[O:33])[NH2:34])[cH:20][c:21](-[c:24]4[cH:25][cH:26][c:27]([CH:30]=[O:31])[cH:28][cH:29]4)[cH:22][c:23]23)[CH2:13][CH2:14]1)[CH3:35]>>[CH3:1][N:2]([CH2:3][CH2:4][CH2:5][S:6](=[O:7])(=[O:8])[N:9]1[CH2:10][CH2:11][CH:12]([c:15]2[cH:16][nH:17][c:18]3[c:19]([C:32](=[O:33])[NH2:34])[cH:20][c:21](-[c:24]4[cH:25][cH:26][c:27]([CH2:30][N:41]5[CH2:36][CH2:37][O:38][CH2:39][CH2:40]5)[cH:28][cH:29]4)[cH:22][c:23]23)[CH2:13][CH2:14]1)[CH3:35]. The reactants are ClC1=C(C2=C(CCN(CC2)C(C(F)(F)F)=O)C=C1)OS(=O)(=O)C(F)(F)F (7-chloro-3-(2,2,2-trifluoroacetyl)-6-trifluoromethanesulfonyloxy-2,3,4,5-tetrahydro-1H-benzo[d]azepine), NC1CC2=CC=CC=C2C1 (2-aminoindane). Product: ClC1=C(C2=C(CCN(CC2)C(C(F)(F)F)=O)C=C1)NC1CC2=CC=CC=C2C1 (7-chloro-6-(indan-2-yl-amino)-3-(2,2,2-trifluoroacetyl)-2,3,4,5-tetrahydro-1H-benzo[d]azepine), oil. The yield is 86.0%. As a reaction SMILES: [Cl:1][C:2]1[CH:18]=[CH:17][C:5]2[CH2:6][CH2:7][N:8]([C:11](=[O:16])[C:12]([F:15])([F:14])[F:13])[CH2:9][CH2:10][C:4]=2[C:3]=1OS(C(F)(F)F)(=O)=O.[NH2:27][CH:28]1[CH2:36][C:35]2[C:30](=[CH:31][CH:32]=[CH:33][CH:34]=2)[CH2:29]1>>[Cl:1][C:2]1[CH:18]=[CH:17][C:5]2[CH2:6][CH2:7][N:8]([C:11](=[O:16])[C:12]([F:15])([F:14])[F:13])[CH2:9][CH2:10][C:4]=2[C:3]=1[NH:27][CH:28]1[CH2:36][C:35]2[C:30](=[CH:31][CH:32]=[CH:33][CH:34]=2)[CH2:29]1. Procedure: Use a method similar to the General Procedure 5-3, using 7-chloro-3-(2,2,2-trifluoroacetyl)-6-trifluoromethanesulfonyloxy-2,3,4,5-tetrahydro-1H-benzo[d]azepine (426 mg, 1.0 mmol) and 2-aminoindane (400 mg, 3.0 mmol), to give 7-chloro-6-(indan-2-yl-amino)-3-(2,2,2-trifluoroacetyl)-2,3,4,5-tetrahydro-1H-benzo[d]azepine as a slightly yellow oil (354 mg, 86%). MS (ES+) m/z: 409 (M+H)+.